The task is: describe an organic reaction: reactants, conditions, products, and yield. This data is from the Open Reaction Database (ORD), a public repository of structured organic reaction records. Starting materials: NC1CC2=C(C=CC(=C2CC1)OCC)OC (2-amino-5-ethoxy-8-methoxytetralin), amine, CO (CH3OH), C(=O)(C=1NC=CN1)C=1NC=CN1 (carbonyl dimidazole), C(=O)O (formic acid). Solvent: C(Cl)Cl (CH2Cl2), C1CCOC1 (THF), C(C)(=O)OCC (ethyl acetate), C1CCOC1 (THF), C1CCOC1 (THF). Conditions: time 8 hour. Yields the product C(=O)NC1CC2=C(C=CC(=C2CC1)OCC)OC (N-Formyl-2-amino-5-ethoxy-8-methoxytetralin). As a reaction SMILES: [NH2:1][CH:2]1[CH2:11][CH2:10][C:9]2[C:4](=[C:5]([O:15][CH3:16])[CH:6]=[CH:7][C:8]=2[O:12][CH2:13][CH3:14])[CH2:3]1.[C:17](C1NC=CN=1)(C1NC=CN=1)=[O:18].C(O)=O.CO>C1COCC1.C(OCC)(=O)C.C(Cl)Cl>[CH:17]([NH:1][CH:2]1[CH2:11][CH2:10][C:9]2[C:4](=[C:5]([O:15][CH3:16])[CH:6]=[CH:7][C:8]=2[O:12][CH2:13][CH3:14])[CH2:3]1)=[O:18]. Procedure details: As in example 6g, 2-amino-5-ethoxy-8-methoxytetralin 408 mg (1.84 mmol) in 20 ml THF, was formylated with 360 mg (2.21 mmol) carbonyl dimidazole in 10 ml THF and 102 mg (2.21 mmol) formic acid in 3 ml THF. After stirring overnight, tlc analysis (silica gel; 10:90 CH3OH:CH2Cl2) indicated a major component, Rf 0.53, and absence of starting amine, Rf 0.06. The residue obtained on removal of solvent was dissolved in ethyl acetate, washed with 3N HCl, Na2CO3 solution, brine and dried (MgSO4). Filtrat...